Dataset: the Open Reaction Database (ORD), a public repository of structured organic reaction records. Task: describe an organic reaction: reactants, conditions, products, and yield Starting materials: C(=O)(OC)COC1=CC=C(C=C1)CC(C)NCC(C1=CC=CC=C1)O (N-[2-(4-carbomethoxymethoxyphenyl)-1-methylethyl]-2-hydroxy-2-phenylethanamine), N (ammonia). Solvent: CO (methanol). Run at time 18 hour. The product is C(N)(=O)COC1=CC=C(C=C1)CC(C)NCC(C1=CC=CC=C1)O (N-[2-(4-Carbamoylmethoxyphenyl)-1-methylethyl]-2-hydroxy-2-phenylethanamine). As a reaction SMILES: [C:1]([CH2:5][O:6][C:7]1[CH:12]=[CH:11][C:10]([CH2:13][CH:14]([NH:16][CH2:17][CH:18]([OH:25])[C:19]2[CH:24]=[CH:23][CH:22]=[CH:21][CH:20]=2)[CH3:15])=[CH:9][CH:8]=1)(OC)=[O:2].[NH3:26]>CO>[C:1]([CH2:5][O:6][C:7]1[CH:12]=[CH:11][C:10]([CH2:13][CH:14]([NH:16][CH2:17][CH:18]([OH:25])[C:19]2[CH:24]=[CH:23][CH:22]=[CH:21][CH:20]=2)[CH3:15])=[CH:9][CH:8]=1)(=[O:2])[NH2:26]. Procedure details: A solution of N-[2-(4-carbomethoxymethoxyphenyl)-1-methylethyl]-2-hydroxy-2-phenylethanamine (0.5 g) in methanol (10 ml) was treated with a solution of 0.880 ammonia (40 ml), the resulting mixture boiled for 11/2 hours then stirred at ambient temperature for 18 hours. The resulting white precipitate was filtered off to yield the title compound (0.17 g) m.p. 158°-162°, as an 82:18 mixture of diastereoisomers.